This data is from the Open Reaction Database (ORD), a public repository of structured organic reaction records. The task is: describe an organic reaction: reactants, conditions, products, and yield Starting materials: NC=1C=CC(=C(C1)C(C)=O)OC1=CC=CC=C1 (1-(5-amino-2-phenoxy-phenyl)-ethanone), [BH4-].[Na+] (sodium borohydride), [Al+3].[Cl-].[Cl-].[Cl-] (AlCl3), O (water). Solvent: C1CCOC1 (THF). Yields the product C(C)C=1C=C(C=CC1OC1=CC=CC=C1)N (3-Ethyl-4-phenoxy-phenylamine). Yield: 3.2%. As a reaction SMILES: [NH2:1][C:2]1[CH:3]=[CH:4][C:5]([O:11][C:12]2[CH:17]=[CH:16][CH:15]=[CH:14][CH:13]=2)=[C:6]([C:8](=O)[CH3:9])[CH:7]=1.[BH4-].[Na+].[Al+3].[Cl-].[Cl-].[Cl-].O>C1COCC1>[CH2:8]([C:6]1[CH:7]=[C:2]([NH2:1])[CH:3]=[CH:4][C:5]=1[O:11][C:12]1[CH:13]=[CH:14][CH:15]=[CH:16][CH:17]=1)[CH3:9] |f:1.2,3.4.5.6|. Procedure details: To a solution of 1-(5-amino-2-phenoxy-phenyl)-ethanone (0.5 g, 2.20 mmol) in THF (15 ml) was added sodium borohydride(0.4 g, 10.5 mmol) and AlCl3 (anhydrous) (0.803 g, 6.02 mmol) under nitrogen. The resulting reaction mixture was heated under reflux for 4 hours. The mixture was then cooled and iced-water added. The resultant mixture was extracted with EtOAc and dried over Na2SO4. Removal of the solvent afforded a brownish residue which was chromatographed with 4:1 hexane/EtOAc to afford (15 mg, ... The reactants are BrCC(C(=O)OCC)=O (ethyl bromopyruvate), FC(C(=S)N)(F)F (2,2,2-trifluorothioacetamide). Run in C(C)O (ethanol). Yields the product FC(C=1SC=C(N1)C(=O)OCC)(F)F (ethyl 2-trifluoromethyl-4-thiazolecarboxylate). Yield: 27.9%. RXN SMILES: Br[CH2:2][C:3](=O)[C:4]([O:6][CH2:7][CH3:8])=[O:5].[F:10][C:11]([F:16])([F:15])[C:12]([NH2:14])=[S:13]>C(O)C>[F:10][C:11]([F:16])([F:15])[C:12]1[S:13][CH:2]=[C:3]([C:4]([O:6][CH2:7][CH3:8])=[O:5])[N:14]=1. Procedure: A mixture of ethyl bromopyruvate (6.82 g), 2,2,2-trifluorothioacetamide (4.52 g) and ethanol (30 ml) was refluxed for 3 hours. The reaction mixture was cooled, then ethanol was distilled off under reduced pressure. To the residue was added water (40 ml), which was subjected to extraction with ethyl acetate (60 ml×2). The extract solution was washed with water (40 ml) and dried over magnesium sulfate, then the solvent was distilled off under reduced pressure. The residue was subjected to a silica... Reactants: [N+](=O)(OCC1CCCCC=2C1=NC(=C(C2)C(=O)O)C)[O-] ((3-carboxy-2-methyl-6,7,8,9-tetrahydro-5H-cyclohepta[b]pyridin-9-yl)methyl nitrate), C1=CN(C=N1)C(=O)N2C=CN=C2 (CDI), NC(=N)N.C1CCOC1 (guanidine THF). Run in C1CCOC1 (THF). Reaction conditions: temperature 50 celsius, time 1 hour. Product: [N+](=O)(OCC1CCCCC=2C1=NC(=C(C2)NC(=N)N=C=O)C)[O-] ((3-Carbonylguanidino-2-methyl-6,7,8,9-tetrahydro-5H-cyclohepta[b]pyridin-9-yl)methyl nitrate). Yield: 51.1%. As a reaction SMILES: [N+:1]([O-:20])([O:3][CH2:4][CH:5]1[C:11]2=[N:12][C:13]([CH3:19])=[C:14](C(O)=O)[CH:15]=[C:10]2[CH2:9][CH2:8][CH2:7][CH2:6]1)=[O:2].C1N=CN([C:26]([N:28]2[CH:32]=[N:31]C=C2)=[O:27])C=1.[NH2:33]C(N)=N.C1COCC1>C1COCC1>[N+:1]([O-:20])([O:3][CH2:4][CH:5]1[C:11]2=[N:12][C:13]([CH3:19])=[C:14]([NH:33][C:32]([N:28]=[C:26]=[O:27])=[NH:31])[CH:15]=[C:10]2[CH2:9][CH2:8][CH2:7][CH2:6]1)=[O:2] |f:2.3|. Reported procedure: In an atmosphere of argon, 28% sodium methoxide methanol solution (1.58 ml, 8.19 mmol) was dissolved in anhydrous methanol (8.0 ml) at room temperature, and the solution was mixed with guanidine hydrochloride (782.4 mg, 8.19 mmol) at 0° C. and stirred at the same temperature for 1 hour. The thus precipitated sodium chloride was removed by filtration using a glass filter and the resulting filtrate was evaporated under reduced pressure to obtain free guanidine. In an atmosphere of argon, (3-carbox... Starting materials: CC(C)(C)OC(=O)NC1CC=CCC1, CCOC(C)=O, C1CCCCC1, COCCBr. Product: COCCN(C(=O)OC(C)(C)C)C1CC=CCC1. RXN SMILES: [C:1]([CH3:2])([CH3:3])([CH3:4])[O:5][C:6]([NH:7][CH:8]1[CH2:9][CH:10]=[CH:11][CH2:12][CH2:13]1)=[O:14].[C:20]([O:21][CH2:22][CH3:23])(=[O:24])[CH3:25].[CH2:26]1[CH2:27][CH2:28][CH2:29][CH2:30][CH2:31]1.[CH3:15][O:16][CH2:17][CH2:18][Br:19]>>[C:1]([CH3:2])([CH3:3])([CH3:4])[O:5][C:6]([N:7]([CH:8]1[CH2:9][CH:10]=[CH:11][CH2:12][CH2:13]1)[CH2:18][CH2:17][O:16][CH3:15])=[O:14].